This data is from the Open Reaction Database (ORD), a public repository of structured organic reaction records. The task is: describe an organic reaction: reactants, conditions, products, and yield Starting materials: C(#N)C=1C=C(C=CC1)C(=CC(=O)OC)C=CC1=CC=C(C=C1)[N+](=O)[O-] (Methyl 3-(3-cyanophenyl)-5-(4-nitrophenyl)-2,4-pentadienoate). The solvent is C1CCOC1 (THF). Conditions: time 1 hour. Product: C(#N)C=1C=C(C=CC1)C(CC(=O)OC)CCC1=CC=C(C=C1)N (methyl 3-(3-cyanophenyl)-5-(4-aminophenyl)pentanoate). Yield: 54.0%. As a reaction SMILES: [C:1]([C:3]1[CH:4]=[C:5]([C:9]([CH:15]=[CH:16][C:17]2[CH:22]=[CH:21][C:20]([N+:23]([O-])=O)=[CH:19][CH:18]=2)=[CH:10][C:11]([O:13][CH3:14])=[O:12])[CH:6]=[CH:7][CH:8]=1)#[N:2]>C1COCC1>[C:1]([C:3]1[CH:4]=[C:5]([CH:9]([CH2:15][CH2:16][C:17]2[CH:18]=[CH:19][C:20]([NH2:23])=[CH:21][CH:22]=2)[CH2:10][C:11]([O:13][CH3:14])=[O:12])[CH:6]=[CH:7][CH:8]=1)#[N:2]. Reported procedure: Part C. Methyl 3-(3-cyanophenyl)-5-(4-nitrophenyl)-2,4-pentadienoate (0.441 gm, 1.32 mmol) was dissolved in THF and degassed with N2. A catalytic amount of 10% Pd/C was added and the solution placed on a Parr shaker at 45 p.s.i. for 1 hour. After filtering through Celite, the solvent was removed under vacuum and the residue chromatographed on silica gel (10% ethyl acetate/methylene chloride) to yield methyl 3-(3-cyanophenyl)-5-(4-aminophenyl)pentanoate 0.220 gm (54%) of the product. MS: 309(M+H)... The reactants are CS(C)=O, CCN(C(C)C)C(C)C, O, c1ccc(-c2nsc(N3CCNCC3)n2)cc1, O=C(Nc1nc[nH]n1)OCC(Cl)(Cl)Cl. The product is O=C(Nc1nc[nH]n1)N1CCN(c2nc(-c3ccccc3)ns2)CC1. Reaction SMILES: [CH3:42][S:43]([CH3:44])=[O:45].[CH:32]([N:33]([CH:34]([CH3:35])[CH3:36])[CH2:37][CH3:38])([CH3:39])[CH3:40].[OH2:41].[c:15]1(-[c:21]2[n:22][s:23][c:24]([N:26]3[CH2:27][CH2:28][NH:29][CH2:30][CH2:31]3)[n:25]2)[cH:16][cH:17][cH:18][cH:19][cH:20]1.[nH:1]1[n:2][c:3]([NH:6][C:7]([O:8][CH2:9][C:10]([Cl:11])([Cl:12])[Cl:13])=[O:14])[n:4][cH:5]1>>[nH:1]1[n:2][c:3]([NH:6][C:7](=[O:14])[N:29]2[CH2:28][CH2:27][N:26]([c:24]3[s:23][n:22][c:21](-[c:15]4[cH:16][cH:17][cH:18][cH:19][cH:20]4)[n:25]3)[CH2:31][CH2:30]2)[n:4][cH:5]1.